This data is from the Open Reaction Database (ORD), a public repository of structured organic reaction records. The task is: describe an organic reaction: reactants, conditions, products, and yield Reactants: O (water), C1(=CC=CC=C1)O (Phenol), BrCCCCCCCBr (1,7-dibromoheptane), [OH-].[Na+] (NaOH). The solvent is CCO (EtOH). Yields the product O(C1=CC=CC=C1)CCCCCCCBr (7-phenoxyheptyl bromide). Yield: 30.2%. RXN SMILES: [C:1]1([OH:7])[CH:6]=[CH:5][CH:4]=[CH:3][CH:2]=1.[Br:8][CH2:9][CH2:10][CH2:11][CH2:12][CH2:13][CH2:14][CH2:15]Br.[OH-].[Na+].O>CCO>[O:7]([CH2:15][CH2:14][CH2:13][CH2:12][CH2:11][CH2:10][CH2:9][Br:8])[C:1]1[CH:6]=[CH:5][CH:4]=[CH:3][CH:2]=1 |f:2.3|. Reported procedure: Phenol (3.10 g, 33 mmol), 1,7-dibromoheptane (7.74 g, 30 mmol) and NaOH (1.34 g, 33 mmol) were refluxed in EtOH (40 mL) for 30 h. After cooling to room temperature, water (150 mL) was added and the mixture was extracted with ethyl acetate (4×50 mL). The organic phase was washed with water (50 mL) and brine (50 mL), and the mixture was dried over Na2SO4. After evaporation of solvent, the residue was purified by Kugelrohr distillation to give 7-phenoxyheptyl bromide (2.46 g, 30%), bp 126-130° C./0... Starting materials: CCOC(C)=O, CCO, [H][H], O=C1c2ccccc2C(=O)N1CCCN(c1ccccc1)c1ncccc1[N+](=O)[O-]. Yields the product Nc1cccnc1N(CCCN1C(=O)c2ccccc2C1=O)c1ccccc1. RXN SMILES: [C:33]([O:34][CH2:35][CH3:36])(=[O:37])[CH3:38].[CH2:39]([OH:40])[CH3:41].[H:31][H:32].[N+:1]([O-:2])(=[O:3])[c:4]1[c:5]([N:10]([CH2:11][CH2:12][CH2:13][N:14]2[C:15](=[O:24])[c:16]3[cH:17][cH:18][cH:19][cH:20][c:21]3[C:22]2=[O:23])[c:25]2[cH:26][cH:27][cH:28][cH:29][cH:30]2)[n:6][cH:7][cH:8][cH:9]1>>[NH2:1][c:4]1[c:5]([N:10]([CH2:11][CH2:12][CH2:13][N:14]2[C:15](=[O:24])[c:16]3[cH:17][cH:18][cH:19][cH:20][c:21]3[C:22]2=[O:23])[c:25]2[cH:26][cH:27][cH:28][cH:29][cH:30]2)[n:6][cH:7][cH:8][cH:9]1. Reactants: O=C([O-])O, CC(C)(C)OC(=O)N1CCNCC1, CCOC(C)=O, O=S(=O)(Cl)c1ccc2cc(Cl)ccc2c1, [Na+]. RXN SMILES: [C:1](=[O:2])([O-:3])[OH:4].[C:6]([CH3:7])([CH3:8])([CH3:9])[O:10][C:11](=[O:12])[N:13]1[CH2:14][CH2:15][NH:16][CH2:17][CH2:18]1.[CH3:34][CH2:35][O:36][C:37](=[O:38])[CH3:39].[Cl:19][c:20]1[cH:21][c:22]2[cH:23][cH:24][c:25]([S:30](=[O:31])(=[O:32])[Cl:33])[cH:26][c:27]2[cH:28][cH:29]1.[Na+:5]>>[C:6]([CH3:7])([CH3:8])([CH3:9])[O:10][C:11](=[O:12])[N:13]1[CH2:14][CH2:15][N:16]([S:30]([c:25]2[cH:24][cH:23][c:22]3[cH:21][c:20]([Cl:19])[cH:29][cH:28][c:27]3[cH:26]2)(=[O:31])=[O:32])[CH2:17][CH2:18]1. The product is CC(C)(C)OC(=O)N1CCN(S(=O)(=O)c2ccc3cc(Cl)ccc3c2)CC1. Reactants: [S-2].[Na+].[Na+] (sodium sulphide), [Cl-].[Na+] (sodium chloride), NC1=C(C=CC=C1)S(=O)(=O)O (1-aminobenzene-2-sulphonic acid), [N+](=O)([O-])C1=CC=C(C=C1)NC1=CC(=CC2=CC(=CC(=C12)O)S(=O)(=O)O)S(=O)(=O)O (1-(4'-nitrophenylamino)-8-hydroxynaphthalene-3,6-disulphonic acid). Yields the product aminoazo, OC1=CC=C(C2=CC(=CC=C12)S(=O)(=O)O)S(=O)(=O)O (1-hydroxynaphthalene-4,6-disulphonic acid). Reaction SMILES: NC1C=CC=CC=1[S:8]([OH:11])(=[O:10])=[O:9].[N+](C1C=CC(N[C:22]2[C:31]3[C:26](=[CH:27][C:28](S(O)(=O)=O)=[CH:29][C:30]=3[OH:32])[CH:25]=[C:24]([S:37]([OH:40])(=[O:39])=[O:38])[CH:23]=2)=CC=1)([O-])=O.[S-2].[Na+].[Na+].[Cl-].[Na+]>>[OH:32][C:30]1[C:31]2[C:26](=[CH:25][C:24]([S:37]([OH:40])(=[O:38])=[O:39])=[CH:23][CH:22]=2)[C:27]([S:8]([OH:11])(=[O:10])=[O:9])=[CH:28][CH:29]=1 |f:2.3.4,5.6|. Procedure details: 6.8 parts of 2,4,6-trifluoro-1,3,5-triazine are added dropwise to a solution of 13.4 parts of 1,4-diaminobenzene-2,5-disulphonic acid in 200 parts by volume of water at 0° C. and a pH value of 4 to 5 is maintained by constantly neutralising the hydrogen fluoride liberated. The course of the reaction is followed chromatographically. The resulting solution of the intermediate product is condensed, at a pH value of 7 to 8 and at 10° to 20° C. with 31 parts of the aminoazo dyestuff obtained by coupl...